The task is: describe an organic reaction: reactants, conditions, products, and yield. This data is from the Open Reaction Database (ORD), a public repository of structured organic reaction records. The reactants are crude product, Cl (hydrochloric acid), C(#N)C1=C(O)C=C(C(=C1)O)C#N (2,5-dicyanohydroquinone), C(CCCCC)Br (n-hexylbromide), C([O-])([O-])=O.[K+].[K+] (potassium carbonate). The solvent is C(C)O (ethanol), CN(C)C=O (DMF). Conditions: temperature 120 celsius, time 3 hour. The product is C(CCCCC)OC1=CC(=C(C=C1C#N)O)C#N (4-hexyloxy2,5-dicyanophenol). The yield is 23.3%. RXN SMILES: [C:1]([C:3]1[CH:9]=[C:8]([OH:10])[C:7]([C:11]#[N:12])=[CH:6][C:4]=1[OH:5])#[N:2].[CH2:13](Br)[CH2:14][CH2:15][CH2:16][CH2:17][CH3:18].C(=O)([O-])[O-].[K+].[K+].Cl>C(O)C.CN(C=O)C>[CH2:13]([O:10][C:8]1[C:7]([C:11]#[N:12])=[CH:6][C:4]([OH:5])=[C:3]([C:1]#[N:2])[CH:9]=1)[CH2:14][CH2:15][CH2:16][CH2:17][CH3:18] |f:2.3.4|. Procedure details: In a 300 ml-reaction vessel, 350 g (2.19×10-1M) of 2,5-dicyanohydroquinone, 23.8 g (1.44×10-1M) of n-hexylbromide, 20.0 g (1.45×10-1M) of potassium carbonate and 180 ml of DMF were placed, followed by stirring for 3 hours at 120° C. After the reaction, the reaction mixture was cooled and poured into 500 ml of 4N-hydrochloric acid, followed by extraction with ethyl acetate. The organic layer was washed with water and dried with anhydrous magnesium sulfate, followed by distilling-off of the solven... Starting materials: NC1=NNC=C1 (aminopyrazole), A2, C(C)N1C=C(C2=CC=CC=C12)C(CC#N)=O (3-(1-ethyl-1H-indol-3-yl)-3-oxo-propionitrile). Product: C(C)N1C=C(C2=CC=CC=C12)C=1C=C(NN1)N (5-(1-Ethyl-1H-indol-3-yl)-2H-pyrazol-3-ylamine). The yield is 70.0%. Reaction SMILES: [NH2:1][C:2]1[CH:6]=[CH:5][NH:4][N:3]=1.[CH2:7]([N:9]1[C:17]2[C:12](=[CH:13][CH:14]=[CH:15][CH:16]=2)[C:11](C(=O)CC#N)=[CH:10]1)[CH3:8]>>[CH2:7]([N:9]1[C:17]2[C:12](=[CH:13][CH:14]=[CH:15][CH:16]=2)[C:11]([C:5]2[CH:6]=[C:2]([NH2:1])[NH:3][N:4]=2)=[CH:10]1)[CH3:8]. Procedure: The product was prepared according to general procedure for aminopyrazole synthesis (route A2) starting from 3-(1-ethyl-1H-indol-3-yl)-3-oxo-propionitrile (820 mg, 3.87 mmol, 1.0 eq). The solvent was removed under reduced pressure; the solid residue was washed with EtOH to obtain the title product (612 mg, 70% yield). The reactants are C(C(C)(C)C)(=O)OCOC(=O)C1=C(N=C(N1CC1=CC=C(C=C1)C1=C(C=CC=C1)C(=O)OC(C)(C)C)CCC)C(C)(C)O (pivaloyloxymethyl-1-[(2'-t-butoxycarbonylbiphenyl-4-yl)methyl]-4-(1-hydroxy-1-methylethyl)-2-propylimidazole-5-carboxylate), solution, Cl (hydrogen chloride). Run in O1CCOCC1 (dioxane). Conditions: time 4 hour. The product is C(=O)(O)C1=C(C=CC=C1)C1=CC=C(C=C1)CN1C(=NC(=C1C(=O)OCOC(C(C)(C)C)=O)C(C)(C)O)CCC (Pivaloyloxymethyl 1-[(2'-carboxybiphenyl-4-yl)methyl]-4-(1-hydroxy-1-methylethyl)-2-propylimidazole-5-carboxylate). Isolated yield 109.1%. RXN SMILES: [C:1]([O:7][CH2:8][O:9][C:10]([C:12]1[N:16]([CH2:17][C:18]2[CH:23]=[CH:22][C:21]([C:24]3[CH:29]=[CH:28][CH:27]=[CH:26][C:25]=3[C:30]([O:32]C(C)(C)C)=[O:31])=[CH:20][CH:19]=2)[C:15]([CH2:37][CH2:38][CH3:39])=[N:14][C:13]=1[C:40]([OH:43])([CH3:42])[CH3:41])=[O:11])(=[O:6])[C:2]([CH3:5])([CH3:4])[CH3:3].Cl>O1CCOCC1>[C:30]([C:25]1[CH:26]=[CH:27][CH:28]=[CH:29][C:24]=1[C:21]1[CH:20]=[CH:19][C:18]([CH2:17][N:16]2[C:12]([C:10]([O:9][CH2:8][O:7][C:1](=[O:6])[C:2]([CH3:5])([CH3:4])[CH3:3])=[O:11])=[C:13]([C:40]([OH:43])([CH3:42])[CH3:41])[N:14]=[C:15]2[CH2:37][CH2:38][CH3:39])=[CH:23][CH:22]=1)([OH:32])=[O:31]. Procedure details: A mixture of 6.6 g of pivaloyloxymethyl-1-[(2'-t-butoxycarbonylbiphenyl-4-yl)methyl]-4-(1-hydroxy-1-methylethyl)-2-propylimidazole-5-carboxylate [prepared as described in step (c) above] and 57 ml of a 4N solution of hydrogen chloride in dioxane was stirred at room temperature for 4 hours. At the end of this time, the reaction mixture was concentrated by evaporation under reduced pressure, and the residue was triturated with ethyl acetate to crystallize it, giving 6.52 g of the title compound as... Starting materials: COC=1N(C2=NC(=NC(=C2N1)N)NCCCCC)C1OCCCC1 (8-methoxy-N2-pentyl-9-(tetrahydro-2H-pyran-2-yl)-9H-purine-2,6-diamine), C(=O)(C(F)(F)F)O (TFA). Solvent: CO (MeOH). Conditions: time 48 hour. Yields the product FC(C(=O)O)(F)F.COC=1NC2=NC(=NC(=C2N1)N)NCCCCC (8-Methoxy-N2-Pentyl-9H-purine-2,6-diamine trifluoroacetic acid salt). Reaction SMILES: [CH3:1][O:2][C:3]1[N:4](C2CCCCO2)[C:5]2[C:10]([N:11]=1)=[C:9]([NH2:12])[N:8]=[C:7]([NH:13][CH2:14][CH2:15][CH2:16][CH2:17][CH3:18])[N:6]=2.[C:25]([OH:31])([C:27]([F:30])([F:29])[F:28])=[O:26]>CO>[F:28][C:27]([F:30])([F:29])[C:25]([OH:31])=[O:26].[CH3:1][O:2][C:3]1[NH:4][C:5]2[C:10]([N:11]=1)=[C:9]([NH2:12])[N:8]=[C:7]([NH:13][CH2:14][CH2:15][CH2:16][CH2:17][CH3:18])[N:6]=2 |f:3.4|. Procedure details: To a solution of 8-methoxy-N2-pentyl-9-(tetrahydro-2H-pyran-2-yl)-9H-purine-2,6-diamine (520 mg) in dry MeOH (5.2 mL) was added TFA (0.52 mL) and the mixture was stirred at room temperature for 48 h. The reaction was concentrated in vacuo to give an orange residue which was triturated with Et2O and filtered to give the title compound as an off-white solid (223 mg). The reactants are NC1=C(C(=O)N)C=CC(=C1C)OC (2-amino-4-methoxy-3-methyl benzamide), acid chloride, C(C1=CC=CC=C1)(=O)N (benzamide), COC1=CC=C(C(=O)Cl)C=C1 (4-methoxybenzoic acid chloride). Product: COC1=CC=C2C(=NC(=NC2=C1C)C1=CC=C(C=C1)OC)O (7-Methoxy-8-methyl-2-(4-methoxyphenyl)-quinazolin-4-ol). Isolated yield 92.0%. RXN SMILES: [NH2:1][C:2]1[C:10]([CH3:11])=[C:9]([O:12][CH3:13])[CH:8]=[CH:7][C:3]=1[C:4]([NH2:6])=[O:5].C(N)(=O)C1C=CC=CC=1.[CH3:23][O:24][C:25]1[CH:33]=[CH:32][C:28]([C:29](Cl)=O)=[CH:27][CH:26]=1>>[CH3:13][O:12][C:9]1[C:10]([CH3:11])=[C:2]2[C:3]([C:4]([OH:5])=[N:6][C:29]([C:28]3[CH:32]=[CH:33][C:25]([O:24][CH3:23])=[CH:26][CH:27]=3)=[N:1]2)=[CH:7][CH:8]=1. Reported procedure: The general procedure described in Example 31 was followed using 2-amino-4-methoxy-3-methyl benzamide as benzamide derivative [A] and 4-methoxybenzoic acid chloride as acid chloride [B], which gave the title compound (5.5 g, 92%). 1H-NMR DMSO-D6 δ 2.38 (s, 3H), 3.82 (s, 3H), 3.92 (s, 3H), 7.04 (d, 2H), 7.20 (d, 1H), 8.00 (d, 1H), 8.20 (d, 2H), 12.18 (s, 1H). Run in C(C)(=O)OCC (ethyl acetate). Procedure details: The solution of 300 mg of N-(2-acetoxymethyl-4-nitrophenyl)-4-chlorophthalimide in 35 ml of ethyl acetate is hydrogenated with 200 mg of 5% rhodium on carbon at 2.5 atmospheres of hydrogen pressure for 3 hours. After filtration from the catalyst, the residue is crystallized from ethyl acetate-hexane to give the N-(2-acetoxymethyl-4-aminophenyl)-4-chlorophthalimide melting at 136°-138°. Reactants: C(C)(=O)OCC1=C(C=CC(=C1)[N+](=O)[O-])N1C(C=2C(C1=O)=CC(=CC2)Cl)=O (N-(2-acetoxymethyl-4-nitrophenyl)-4-chlorophthalimide), [H][H] (hydrogen). Product: C(C)(=O)OCC1=C(C=CC(=C1)N)N1C(C=2C(C1=O)=CC(=CC2)Cl)=O (N-(2-acetoxymethyl-4-aminophenyl)-4-chlorophthalimide). Reagents/catalysts: [Rh] (rhodium on carbon). As a reaction SMILES: [C:1]([O:4][CH2:5][C:6]1[CH:11]=[C:10]([N+:12]([O-])=O)[CH:9]=[CH:8][C:7]=1[N:15]1[C:19](=[O:20])[C:18]2=[CH:21][C:22]([Cl:25])=[CH:23][CH:24]=[C:17]2[C:16]1=[O:26])(=[O:3])[CH3:2].[H][H]>C(OCC)(=O)C.[Rh]>[C:1]([O:4][CH2:5][C:6]1[CH:11]=[C:10]([NH2:12])[CH:9]=[CH:8][C:7]=1[N:15]1[C:19](=[O:20])[C:18]2=[CH:21][C:22]([Cl:25])=[CH:23][CH:24]=[C:17]2[C:16]1=[O:26])(=[O:3])[CH3:2]. Starting materials: CCCC[Sn](Cl)(CCCC)CCCC, C1CCOC1, Fc1ncn2ccsc12, O. The product is CCCC[Sn](CCCC)(CCCC)c1cn2cnc(F)c2s1. RXN SMILES: [CH2:1]([CH2:2][CH2:3][CH3:4])[Sn:5]([CH2:6][CH2:7][CH2:8][CH3:9])([CH2:10][CH2:11][CH2:12][CH3:13])[Cl:14].[CH2:25]1[O:26][CH2:27][CH2:28][CH2:29]1.[F:15][c:16]1[n:17][cH:18][n:19]2[c:20]1[s:21][cH:22][cH:23]2.[OH2:24]>>[CH2:1]([CH2:2][CH2:3][CH3:4])[Sn:5]([CH2:6][CH2:7][CH2:8][CH3:9])([CH2:10][CH2:11][CH2:12][CH3:13])[c:22]1[s:21][c:20]2[c:16]([F:15])[n:17][cH:18][n:19]2[cH:23]1. The reactants are CC(C)(C)OC(=O)c1ccc(COC(=O)c2ccc(CN3CC(=O)NS3(=O)=O)cc2)cc1, ClCCl, O=C(O)C(F)(F)F. Product: O=C1CN(Cc2ccc(C(=O)OCc3ccc(C(=O)O)cc3)cc2)S(=O)(=O)N1. RXN SMILES: [C:1]([CH3:2])([CH3:3])([CH3:4])[O:5][C:6](=[O:7])[c:8]1[cH:9][cH:10][c:11]([CH2:12][O:13][C:14]([c:15]2[cH:16][cH:17][c:18]([CH2:21][N:22]3[S:23](=[O:28])(=[O:29])[NH:24][C:25](=[O:27])[CH2:26]3)[cH:19][cH:20]2)=[O:30])[cH:31][cH:32]1.[Cl:40][CH2:41][Cl:42].[F:33][C:34]([F:35])([F:36])[C:37]([OH:38])=[O:39]>>[O:5]=[C:6]([OH:7])[c:8]1[cH:9][cH:10][c:11]([CH2:12][O:13][C:14]([c:15]2[cH:16][cH:17][c:18]([CH2:21][N:22]3[S:23](=[O:28])(=[O:29])[NH:24][C:25](=[O:27])[CH2:26]3)[cH:19][cH:20]2)=[O:30])[cH:31][cH:32]1. Starting materials: Cc1cc(CN)no1, Cc1nc(N2CC(C)N(Cc3ccc(F)cc3)C2=O)sc1C(=O)O, Cc1nc(N2C(=O)N(Cc3ccc(F)cc3)CC2C)sc1C(=O)O, NCc1cccnc1. Yields the product Cc1cc(CNC(=O)c2sc(N3C(=O)N(Cc4ccc(F)cc4)CC3C)nc2C)no1. RXN SMILES: [CH3:9][c:10]1[cH:11][c:12]([CH2:15][NH2:16])[n:13][o:14]1.[F:17][c:18]1[cH:19][cH:20][c:21]([CH2:22][N:23]2[CH:24]([CH3:25])[CH2:26][N:27]([c:28]3[s:29][c:30]([C:31]([OH:32])=[O:33])[c:34]([CH3:35])[n:36]3)[C:37]2=[O:38])[cH:39][cH:40]1.[F:41][c:42]1[cH:43][cH:44][c:45]([CH2:46][N:47]2[C:48](=[O:62])[N:49]([c:53]3[s:54][c:55]([C:59](=[O:60])[OH:61])[c:56]([CH3:58])[n:57]3)[CH:50]([CH3:52])[CH2:51]2)[cH:63][cH:64]1.[n:1]1[cH:2][cH:3][cH:4][c:5]([CH2:6][NH2:7])[cH:8]1>>[CH3:9][c:10]1[cH:11][c:12]([CH2:15][NH:16][C:59]([c:55]2[s:54][c:53]([N:49]3[C:48](=[O:62])[N:47]([CH2:46][c:45]4[cH:44][cH:43][c:42]([F:41])[cH:64][cH:63]4)[CH2:51][CH:50]3[CH3:52])[n:57][c:56]2[CH3:58])=[O:60])[n:13][o:14]1. Starting materials: [BH3-]C#N, CC(=O)O, CCO, Cl, O=Cc1ccc(F)cn1, CCOC(=O)C1CCCC1N, [Na+]. Product: CCOC(=O)C1CCCC1NCc1ccc(F)cn1. As a reaction SMILES: [C:26]([BH3-:27])#[N:28].[CH3:22][C:23](=[O:24])[OH:25].[CH3:30][CH2:31][OH:32].[ClH:1].[F:13][c:14]1[cH:15][cH:16][c:17]([CH:20]=[O:21])[n:18][cH:19]1.[NH2:2][CH:3]1[CH:4]([C:8](=[O:9])[O:10][CH2:11][CH3:12])[CH2:5][CH2:6][CH2:7]1.[Na+:29]>>[NH:2]([CH:3]1[CH:4]([C:8](=[O:9])[O:10][CH2:11][CH3:12])[CH2:5][CH2:6][CH2:7]1)[CH2:20][c:17]1[cH:16][cH:15][c:14]([F:13])[cH:19][n:18]1.